The task is: describe an organic reaction: reactants, conditions, products, and yield. This data is from the Open Reaction Database (ORD), a public repository of structured organic reaction records. Reactants: ClS(=O)(=O)C=1SC=CC1CC1=CC=CC=C1 (2-chlorosulfonyl-3-benzylthiophene), NC1=C(C(=NO1)C)Br (5-amino-4-bromo-3-methylisoxazole). The product is BrC=1C(=NOC1NS(=O)(=O)C=1SC=CC1CC1=CC=CC=C1)C (N-(4-bromo-3-methyl-5-isoxazolyl)-3-benzylthiophene-2-sulfonamide). The yield is 24.0%. As a reaction SMILES: Cl[S:2]([C:5]1[S:6][CH:7]=[CH:8][C:9]=1[CH2:10][C:11]1[CH:16]=[CH:15][CH:14]=[CH:13][CH:12]=1)(=[O:4])=[O:3].[NH2:17][C:18]1[O:22][N:21]=[C:20]([CH3:23])[C:19]=1[Br:24]>>[Br:24][C:19]1[C:20]([CH3:23])=[N:21][O:22][C:18]=1[NH:17][S:2]([C:5]1[S:6][CH:7]=[CH:8][C:9]=1[CH2:10][C:11]1[CH:16]=[CH:15][CH:14]=[CH:13][CH:12]=1)(=[O:4])=[O:3]. Procedure: N-(4-bromo-3-methyl-5-isoxazolyl)-3-benzylthiophene-2-sulfonamide was prepared in the same manner as described in Example 2 by reacting 2-chlorosulfonyl-3-benzylthiophene with 5-amino-4-bromo-3-methylisoxazole resulting in a 24% yield, m.p. 180°-183° C.